Dataset: the Open Reaction Database (ORD), a public repository of structured organic reaction records. Task: describe an organic reaction: reactants, conditions, products, and yield The reactants are N[C@H](CCO)CCCC ((S)-3-Aminoheptan-1-ol), NC1=NC(=C(C(=N1)Cl)CC1=C(C=C(C=C1)CC#N)F)C (2-(4-((2-Amino-4-chloro-6-methylpyrimidin-5-yl)methyl)-3-fluorophenyl)acetonitrile). The solvent is CN1CCCC1=O (NMP), O (water). Reaction conditions: temperature 150 celsius, time 8 hour. The product is NC1=NC(=C(C(=N1)N[C@H](CCO)CCCC)CC1=C(C=C(C=C1)CC#N)F)C ((S)-2-(4-((2-Amino-4-(1-hydroxyheptan-3-ylamino)-6-methylpyrimidin-5-yl)methyl)-3-fluorophenyl)acetonitrile). As a reaction SMILES: [NH2:1][C@@H:2]([CH2:6][CH2:7][CH2:8][CH3:9])[CH2:3][CH2:4][OH:5].[NH2:10][C:11]1[N:16]=[C:15](Cl)[C:14]([CH2:18][C:19]2[CH:24]=[CH:23][C:22]([CH2:25][C:26]#[N:27])=[CH:21][C:20]=2[F:28])=[C:13]([CH3:29])[N:12]=1>CN1C(=O)CCC1.O>[NH2:10][C:11]1[N:16]=[C:15]([NH:1][C@@H:2]([CH2:6][CH2:7][CH2:8][CH3:9])[CH2:3][CH2:4][OH:5])[C:14]([CH2:18][C:19]2[CH:24]=[CH:23][C:22]([CH2:25][C:26]#[N:27])=[CH:21][C:20]=2[F:28])=[C:13]([CH3:29])[N:12]=1. Procedure: (S)-3-Aminoheptan-1-ol (0.135 g) was added to a stirred solution of the product from step (iii) (0.12 g) in NMP (2 mL). The mixture was heated at 150° C. for 48 h, and then at 17° C. for a further 8 h. The mixture was allowed to cool, diluted with water (10 mL) and the aqueous extracted with EtOAc. The combined organic phase was dried and evaporated. Reactants: fumaryl amide ester, CS(=O)(=O)O (methanesulfonic acid), COC([C@@H](NC(\C=C/C(=O)O)=O)C)=O ((Z)-N-(3-Carboxy-1-oxo-2-propenyl) -L-alanine methyl ester), NC(=S)N (thiourea). Run in C(C)(=O)OCC (ethyl acetate). Conditions: temperature 25 celsius. Product: COC([C@@H](NC(\C=C\C(=O)O)=O)C)=O ((E)N-(3-carboxy-1-oxo-2-propenyl)-L-alanine methyl ester). The yield is 74.2%. RXN SMILES: [CH3:1][O:2][C:3](=[O:14])[C@H:4]([CH3:13])[NH:5][C:6](=[O:12])/[CH:7]=[CH:8]\[C:9]([OH:11])=[O:10].NC(N)=S.CS(O)(=O)=O>C(OCC)(=O)C>[CH3:1][O:2][C:3](=[O:14])[C@H:4]([CH3:13])[NH:5][C:6](=[O:12])/[CH:7]=[CH:8]/[C:9]([OH:11])=[O:10]. Procedure: This compound was isomerized to the fumaryl amide ester by the following procedure. (Z)-N-(3-Carboxy-1-oxo-2-propenyl) -L-alanine methyl ester (67.5 g.) was mixed with 1.28 g. thiourea and 2.18 ml. anhydrous methanesulfonic acid in 675 ml. dry ethyl acetate. The mixture was stirred at reflux for one hour and cooled to 25° C. After addition of 500 ml. water, the organic layer was separated and dried over anhydrous sodium sulphate. The solution was filtered and the solvent distilled under vacuum o... Starting materials: C(C)(C)(C)OC(=O)N1[C@H](CCC1)COC1=CC=C(C=C1)OC1=CC=CC=C1 ((R)-2-(4-Phenoxy-phenoxymethyl)-pyrrolidine-1-carboxylic acid tert-butyl ester), Cl (HCl). Run in O1CCOCC1 (dioxane). Conditions: time 3 hour. Yields the product O(C1=CC=CC=C1)C1=CC=C(OC[C@@H]2NCCC2)C=C1 ((R)-2-(4-Phenoxy-phenoxymethyl)-pyrrolidine). Isolated yield 95.1%. As a reaction SMILES: C(OC([N:8]1[CH2:12][CH2:11][CH2:10][C@@H:9]1[CH2:13][O:14][C:15]1[CH:20]=[CH:19][C:18]([O:21][C:22]2[CH:27]=[CH:26][CH:25]=[CH:24][CH:23]=2)=[CH:17][CH:16]=1)=O)(C)(C)C.Cl>O1CCOCC1>[O:21]([C:18]1[CH:19]=[CH:20][C:15]([O:14][CH2:13][C@H:9]2[CH2:10][CH2:11][CH2:12][NH:8]2)=[CH:16][CH:17]=1)[C:22]1[CH:23]=[CH:24][CH:25]=[CH:26][CH:27]=1. Procedure details: To the product from step 1 (91 mg, 0.246 mmol) was added 4M HCl in dioxane (6 mL) and the resulting mixture was stirred at rt for 3 h. The solvent was removed in vacuo to obtain the product as a oil (63 mg, 95%); MS; m/z 270 (M+H): LCMS (UV) 99%; 1H NMR (400 MHz, DMSO-d6) δ 1.71-1.78 (m, 1H), 1.89-2.0 (m, 2H), 2.1-2.15 (m, 1H), 3.16-3.24 (m, 2H), 3.88-3.93 (m, 1H), 4.11-4.15 (dd, 1H J1=8.4 Hz, J2=10.8 Hz), 4.22-4.26 (dd, 1H J1=3.6 Hz, J2=10.8 Hz), 6.91-6.94 (m, 2H), 7.03 (s, 3H), 7.06-7.1 (m, 1H... Reactants: CC=1C=NC(=CC1)C=1N(CC(N1)(C(F)(F)F)O)C1=CC=C(C=C1)S(=O)(=O)C (3-methyl-6-[4-hydroxy-1-[4-(methylsulfonyl)phenyl]-4-(trifluoromethyl)-4,5-dihydro-1H-imidazol-2-yl]pyridine), O.C1(=CC=C(C=C1)S(=O)(=O)O)C (p-toluenesulfonic acid monohydrate). Solvent: C1(=CC=CC=C1)C (toluene). Yields the product CC=1C=CC(=NC1)C=1N(C=C(N1)C(F)(F)F)C1=CC=C(C=C1)S(=O)(=O)C (5-methyl-2-[1-[4-methylsulfonylphenyl]-4-trifluoromethyl -1H-imidazol -2-yl]pyridine). RXN SMILES: [CH3:1][C:2]1[CH:3]=[N:4][C:5]([C:8]2[N:9]([C:18]3[CH:23]=[CH:22][C:21]([S:24]([CH3:27])(=[O:26])=[O:25])=[CH:20][CH:19]=3)[CH2:10][C:11](O)([C:13]([F:16])([F:15])[F:14])[N:12]=2)=[CH:6][CH:7]=1.O.C1(C)C=CC(S(O)(=O)=O)=CC=1>C1(C)C=CC=CC=1>[CH3:1][C:2]1[CH:7]=[CH:6][C:5]([C:8]2[N:9]([C:18]3[CH:23]=[CH:22][C:21]([S:24]([CH3:27])(=[O:26])=[O:25])=[CH:20][CH:19]=3)[CH:10]=[C:11]([C:13]([F:15])([F:14])[F:16])[N:12]=2)=[N:4][CH:3]=1 |f:1.2|. Reported procedure: A mixture of the 4,5-dihydro-imidazole of step 2 (10 mmol) and p-toluenesulfonic acid monohydrate (2 mmol) in toluene (200 ml) is heated to reflux for 24 hours. The reaction mixture is cooled and the solvent removed under reduced pressure. The crude mixture is chromatographed on silica gel using mixtures of ethyl acetate and acetone as eluants to give the desired product. Reactants: O=C([O-])[O-], C1COCCO1, CSc1ncc(B(O)O)cn1, [Cs+], [Cs+], Fc1ccc(-c2nc3occn3c2I)c(F)c1, O. Product: CSc1ncc(-c2c(-c3ccc(F)cc3F)nc3occn23)cn1. Reaction SMILES: [C:29](=[O:30])([O-:31])[O-:32].[CH2:35]1[O:36][CH2:37][CH2:38][O:39][CH2:40]1.[CH3:18][S:19][c:20]1[n:21][cH:22][c:23]([B:26]([OH:27])[OH:28])[cH:24][n:25]1.[Cs+:33].[Cs+:34].[F:1][c:2]1[c:3](-[c:9]2[n:10][c:11]3[o:12][cH:13][cH:14][n:15]3[c:16]2[I:17])[cH:4][cH:5][c:6]([F:8])[cH:7]1.[OH2:41]>>[F:1][c:2]1[c:3](-[c:9]2[n:10][c:11]3[o:12][cH:13][cH:14][n:15]3[c:16]2-[c:23]2[cH:22][n:21][c:20]([S:19][CH3:18])[n:25][cH:24]2)[cH:4][cH:5][c:6]([F:8])[cH:7]1.